describe an organic reaction: reactants, conditions, products, and yield From a dataset of the Open Reaction Database (ORD), a public repository of structured organic reaction records. The reactants are [OH-].[K+] (potassium hydroxide), [I-].N[N+]1=CC=CC=C1 (aminopyridinium iodide), FC(C#CC(=O)OCC)(F)F (ethyl 4,4,4-trifluorobut-2-ynoate). The solvent is O (water), ClCCl (dichloromethane), O (water). Reaction conditions: time 5 hour. The product is FC(C1=NN2C(C=CC=C2)=C1C(=O)OCC)(F)F (ethyl 2-trifluoromethylpyrazolo[1,5-a]pyridine-3-carboxylate). Isolated yield 71.8%. As a reaction SMILES: [OH-].[K+].[I-].[NH2:4][N+:5]1[CH:10]=[CH:9][CH:8]=[CH:7][CH:6]=1.[F:11][C:12]([F:21])([F:20])[C:13]#[C:14][C:15]([O:17][CH2:18][CH3:19])=[O:16]>O.ClCCl>[F:11][C:12]([F:20])([F:21])[C:13]1[C:14]([C:15]([O:17][CH2:18][CH3:19])=[O:16])=[C:6]2[CH:7]=[CH:8][CH:9]=[CH:10][N:5]2[N:4]=1 |f:0.1,2.3|. Procedure details: A mixture of 2.1 g (37.6 mmol) of potassium hydroxide and 6.7 g (30.1 mmol) of aminopyridinium iodide in 20 ml of water is added to a solution of 2.5 g (15.1 mmol) of ethyl 4,4,4-trifluorobut-2-ynoate in 25 ml of dichloromethane. After stirring for 5 h at ambient temperature, water is added and the mixture is extracted with dichloromethane. The organic phase is washed with water, dried over magnesium sulphate, filtered and concentrated to dryness. The crude product is purified by chromatography ... Reactants: [Br-], CCCC[Sn](Cl)(CCCC)CCCC, C1CCOC1, [Mg+]C1CC1. Product: CCCC[Sn](CCCC)(CCCC)C1CC1. Reaction SMILES: [Br-:15].[CH2:1]([CH2:2][CH2:3][CH3:4])[Sn:5]([CH2:6][CH2:7][CH2:8][CH3:9])([CH2:10][CH2:11][CH2:12][CH3:13])[Cl:14].[CH2:20]1[O:21][CH2:22][CH2:23][CH2:24]1.[CH:16]1([Mg+:19])[CH2:17][CH2:18]1>>[CH2:1]([CH2:2][CH2:3][CH3:4])[Sn:5]([CH2:6][CH2:7][CH2:8][CH3:9])([CH2:10][CH2:11][CH2:12][CH3:13])[CH:16]1[CH2:17][CH2:18]1. Reactants: C(C)N1C2=C(N(C(C(C1=O)(C)C)=O)C)C=C(C=C2)OCCCI (1-Ethyl-7-(3-iodopropoxy)-3,3,5-trimethyl-1,5-dihydrobenzo[b][1,4]diazepine-2,4-dione), NCCC=1C=NC=CC1 (3-(2-aminoethyl)pyridine). Solvent: CO (methanol). Reaction conditions: temperature 50 celsius, time 9 hour. Product: C(C)N1C2=C(N(C(C(C1=O)(C)C)=O)C)C=C(C=C2)OCCCNCCC=2C=NC=CC2 (1-ethyl-3,3,5-trimethyl-7-[3-(2-pyridin-3-ylethylamino)propoxy]-1,5-dihydrobenzo[b][1,4]diazepine-2,4-dione). Yield: 69.8%. As a reaction SMILES: [CH2:1]([N:3]1[C:9](=[O:10])[C:8]([CH3:12])([CH3:11])[C:7](=[O:13])[N:6]([CH3:14])[C:5]2[CH:15]=[C:16]([O:19][CH2:20][CH2:21][CH2:22]I)[CH:17]=[CH:18][C:4]1=2)[CH3:2].[NH2:24][CH2:25][CH2:26][C:27]1[CH:28]=[N:29][CH:30]=[CH:31][CH:32]=1>CO>[CH2:1]([N:3]1[C:9](=[O:10])[C:8]([CH3:12])([CH3:11])[C:7](=[O:13])[N:6]([CH3:14])[C:5]2[CH:15]=[C:16]([O:19][CH2:20][CH2:21][CH2:22][NH:24][CH2:25][CH2:26][C:27]3[CH:28]=[N:29][CH:30]=[CH:31][CH:32]=3)[CH:17]=[CH:18][C:4]1=2)[CH3:2]. Reported procedure: 1-Ethyl-7-(3-iodopropoxy)-3,3,5-trimethyl-1,5-dihydrobenzo[b][1,4]diazepine-2,4-dione (5.3 mmol) was added to a methanol solution (100 ml) of 3-(2-aminoethyl)pyridine (3.3 g, 26.7 mmol), and stirred at 50° C. for 9 hours. The reaction mixture was cooled to room temperature, and concentrated under reduced pressure. Water was added to the residue, and extraction with dichloromethane was performed. The organic layer was dried over anhydrous sodium sulfate, and concentrated under reduced pressure. T... The reactants are Clc1ccc(CCC(Cl)Cn2ccnc2)cc1, [H-], O=[N+]([O-])c1ccc(CS)cc1, [Na+], C1CCOC1. Yields the product O=[N+]([O-])c1ccc(CSC(CCc2ccc(Cl)cc2)Cn2ccnc2)cc1. RXN SMILES: [Cl:1][CH:2]([CH2:3][n:4]1[cH:5][n:6][cH:7][cH:8]1)[CH2:9][CH2:10][c:11]1[cH:12][cH:13][c:14]([Cl:17])[cH:15][cH:16]1.[H-:29].[N+:18](=[O:19])([O-:20])[c:21]1[cH:22][cH:23][c:24]([CH2:25][SH:26])[cH:27][cH:28]1.[Na+:30].[O:31]1[CH2:32][CH2:33][CH2:34][CH2:35]1>>[CH:2]([CH2:3][n:4]1[cH:5][n:6][cH:7][cH:8]1)([CH2:9][CH2:10][c:11]1[cH:12][cH:13][c:14]([Cl:17])[cH:15][cH:16]1)[S:26][CH2:25][c:24]1[cH:23][cH:22][c:21]([N+:18](=[O:19])[O-:20])[cH:28][cH:27]1. As a reaction SMILES: [CH2:34]1[CH2:35][S:36][CH2:37][CH2:38][NH:39]1.[CH3:49][N:50]1[CH2:51][CH2:52][CH2:53][C:54]1=[O:55].[CH3:56][CH2:57][O:58][C:59](=[O:60])[CH3:61].[CH:40]([N:41]([CH2:42][CH3:43])[CH:44]([CH3:45])[CH3:46])([CH3:47])[CH3:48].[F:1][c:2]1[cH:3][c:4]([CH:12]2[CH2:13][CH:14]([C:30](=[O:31])[O:32][CH3:33])[CH2:15][N:16]([C:18]([O:20][c:19]3[cH:21][cH:22][c:23]([N+:24]([O-:25])=[O:26])[cH:27][cH:28]3)=[O:29])[CH2:17]2)[cH:5][cH:6][c:7]1[C:8]([F:9])([F:10])[F:11].[OH2:62]>>[F:1][c:2]1[cH:3][c:4]([CH:12]2[CH2:13][CH:14]([C:30](=[O:31])[O:32][CH3:33])[CH2:15][N:16]([C:18](=[O:20])[N:39]3[CH2:34][CH2:35][S:36][CH2:37][CH2:38]3)[CH2:17]2)[cH:5][cH:6][c:7]1[C:8]([F:9])([F:10])[F:11]. The product is COC(=O)C1CC(c2ccc(C(F)(F)F)c(F)c2)CN(C(=O)N2CCSCC2)C1. The reactants are C1CSCCN1, CN1CCCC1=O, CCOC(C)=O, CCN(C(C)C)C(C)C, COC(=O)C1CC(c2ccc(C(F)(F)F)c(F)c2)CN(C(=O)Oc2ccc([N+](=O)[O-])cc2)C1, O.